This data is from the Open Reaction Database (ORD), a public repository of structured organic reaction records. The task is: describe an organic reaction: reactants, conditions, products, and yield As a reaction SMILES: [Br:1][N:2]1[C:3](=[O:4])[CH2:5][CH2:6][C:7]1=[O:8].[CH3:27][CH2:28][O:29][CH2:30][CH3:31].[CH3:32][C:33](=[O:34])[OH:35].[CH:36]([Cl:37])([Cl:38])[Cl:39].[Cl:9][C:10]([C:11](=[O:12])[NH:13][C:14]([NH:15][c:16]1[s:17][cH:18][cH:19][c:20]1[C:21](=[O:22])[NH2:23])=[O:24])([Cl:25])[Cl:26]>>[Br:1][c:18]1[s:17][c:16]([NH:15][C:14]([NH:13][C:11]([C:10]([Cl:9])([Cl:25])[Cl:26])=[O:12])=[O:24])[c:20]([C:21](=[O:22])[NH2:23])[cH:19]1. The product is NC(=O)c1cc(Br)sc1NC(=O)NC(=O)C(Cl)(Cl)Cl. Reactants: O=C1CCC(=O)N1Br, CCOCC, CC(=O)O, ClC(Cl)Cl, NC(=O)c1ccsc1NC(=O)NC(=O)C(Cl)(Cl)Cl. RXN SMILES: [CH:1]([CH3:2])([CH3:3])[O:4][c:5]1[c:6]([C:7](=[O:8])[OH:9])[cH:10][c:11]([S:14](=[O:15])(=[O:16])[CH3:17])[cH:12][cH:13]1.[N:18]1=[CH:19][CH:20]([OH:22])[CH2:21]1>>[CH:1]([CH3:2])([CH3:3])[O:4][c:5]1[c:6]([C:7](=[O:9])[N:18]2[CH2:19][CH:20]([OH:22])[CH2:21]2)[cH:10][c:11]([S:14](=[O:15])(=[O:16])[CH3:17])[cH:12][cH:13]1. Yields the product CC(C)Oc1ccc(S(C)(=O)=O)cc1C(=O)N1CC(O)C1. The reactants are CC(C)Oc1ccc(S(C)(=O)=O)cc1C(=O)O, OC1C=NC1. The reactants are COC(=O)C(CC=C(C)CCC=C(C)CO[Si](C)(C)C(C)(C)C)C(C)=O, CN(C)P(=O)(N(C)C)N(C)C, [I-], [Na+], O. Product: CC(=O)CCC=C(C)CCC=C(C)CO[Si](C)(C)C(C)(C)C. RXN SMILES: [C:1]([CH3:2])(=[O:3])[CH:4]([C:5]([O:6][CH3:7])=[O:8])[CH2:9][CH:10]=[C:11]([CH2:12][CH2:13][CH:14]=[C:15]([CH2:16][O:17][Si:18]([C:19]([CH3:20])([CH3:21])[CH3:22])([CH3:23])[CH3:24])[CH3:25])[CH3:26].[CH3:30][N:31]([CH3:32])[P:33](=[O:34])([N:35]([CH3:36])[CH3:37])[N:38]([CH3:39])[CH3:40].[I-:28].[Na+:27].[OH2:29]>>[C:1]([CH3:2])(=[O:3])[CH2:4][CH2:9][CH:10]=[C:11]([CH2:12][CH2:13][CH:14]=[C:15]([CH2:16][O:17][Si:18]([C:19]([CH3:20])([CH3:21])[CH3:22])([CH3:23])[CH3:24])[CH3:25])[CH3:26]. The reactants are OC(CC(C)C)C1=C(C=NC=2N(C(N(C(C21)=O)CCCOC2OCCCC2)=O)C)OC=2C=NC=C(C2)C (5-(1-hydroxy-3-methylbutyl)-1-methyl-6-(5-methylpyridin-3-yloxy)-3-(3-(tetrahydro-2H-pyran-2-yloxy)propyl)pyrido[2,3-d]pyrimidine-2,4(1H,3H)-dione), O[Li].O (LiOH.H2O). The reagents and catalysts are [Zn] (Zn). Solvent: C(=O)O (HCOOH). Conditions: temperature 100 celsius, time 10 minute. Product: OCCCN1C(N(C2=C(C1=O)C(=C(C=N2)OC=2C=NC=C(C2)C)CCC(C)C)C)=O (3-(3-hydroxypropyl)-5-isopentyl-1-methyl-6-(5-methylpyridin-3-yloxy)pyrido[2,3-d]pyrimidine-2,4(1H,3H)-dione). Yield: 15.2%. Reaction SMILES: O[CH:2]([C:7]1[C:16]2[C:15](=[O:17])[N:14]([CH2:18][CH2:19][CH2:20][O:21]C3CCCCO3)[C:13](=[O:28])[N:12]([CH3:29])[C:11]=2[N:10]=[CH:9][C:8]=1[O:30][C:31]1[CH:32]=[N:33][CH:34]=[C:35]([CH3:37])[CH:36]=1)[CH2:3][CH:4]([CH3:6])[CH3:5].O[Li].O>C(O)=O.[Zn]>[OH:21][CH2:20][CH2:19][CH2:18][N:14]1[C:15](=[O:17])[C:16]2[C:7]([CH2:2][CH2:3][CH:4]([CH3:6])[CH3:5])=[C:8]([O:30][C:31]3[CH:32]=[N:33][CH:34]=[C:35]([CH3:37])[CH:36]=3)[CH:9]=[N:10][C:11]=2[N:12]([CH3:29])[C:13]1=[O:28] |f:1.2|. Reported procedure: To a solution of 5-(1-hydroxy-3-methylbutyl)-1-methyl-6-(5-methylpyridin-3-yloxy)-3-(3-(tetrahydro-2H-pyran-2-yloxy)propyl)pyrido[2,3-d]pyrimidine-2,4(1H,3H)-dione (100 mg, 0.04 mmol) in HCOOH (2 mL) was added Zn dust (64 mg, 0.375 mmol). The reaction was heated at 100° C. for 1 h, cooled to RT and filtered. The filtrate was concentrated, dried to a residue then dissolved in THF (1 ml) and water (1 mL). Next LiOH.H2O (33.6 mg, 0.8 mmol) was added and the reaction was stirred at RT for 10 min the... Reactants: ClC=1C=C(C=CC1Cl)C1C(CCCC1)=O (2-(3,4-Dichloro-phenyl)-cyclohexanone), C(C)(C)(C)OC(N(C)C)N(C)C (tert.-butoxy-bis-(dimethylamino)-methane). The product is CN(C=C1CCCC(C1=O)C1=CC(=C(C=C1)Cl)Cl)C (6-[1-Dimethylamino-methylidene]-2-(3,4-dichloro-phenyl)-cyclohexanone). As a reaction SMILES: [Cl:1][C:2]1[CH:3]=[C:4]([CH:9]2[CH2:14][CH2:13][CH2:12][CH2:11][C:10]2=[O:15])[CH:5]=[CH:6][C:7]=1[Cl:8].C(O[CH:21](N(C)C)[N:22]([CH3:24])[CH3:23])(C)(C)C>>[CH3:21][N:22]([CH3:24])[CH:23]=[C:11]1[C:10](=[O:15])[CH:9]([C:4]2[CH:5]=[CH:6][C:7]([Cl:8])=[C:2]([Cl:1])[CH:3]=2)[CH2:14][CH2:13][CH2:12]1. Procedure details: 2-(3,4-Dichloro-phenyl)-cyclohexanone (101 mg, 0.42 mmol) was reacted with tert.-butoxy-bis-(dimethylamino)-methane using in analogous manner the procedure described in example 45a) to give crude title compound (119 mg) as a red oil which was used directly in the next step. MS ISP (m/e): 298.0 [(M+H)+]. The reactants are C(#N)C=1C=C(C=NC1Cl)OC[C@H]1N(CC1)C(=O)OC(C)(C)C (5-Cyano-6-chloro-3-(1-BOC-2-(S)-azetidinylmethoxy)pyridine), [H][H] (hydrogen). The reagents and catalysts are [Ni] (Raney nickel). Product: NCC=1C=C(C=NC1Cl)OC[C@H]1N(CC1)C(=O)OC(C)(C)C (5-Aminomethyl-6-chloro-3-(1-BOC-2-(S)-azetidinylmethoxy)pyridine). Reaction SMILES: [C:1]([C:3]1[CH:4]=[C:5]([O:10][CH2:11][C@@H:12]2[CH2:15][CH2:14][N:13]2[C:16]([O:18][C:19]([CH3:22])([CH3:21])[CH3:20])=[O:17])[CH:6]=[N:7][C:8]=1[Cl:9])#[N:2].[H][H]>[Ni]>[NH2:2][CH2:1][C:3]1[CH:4]=[C:5]([O:10][CH2:11][C@@H:12]2[CH2:15][CH2:14][N:13]2[C:16]([O:18][C:19]([CH3:22])([CH3:21])[CH3:20])=[O:17])[CH:6]=[N:7][C:8]=1[Cl:9]. Reported procedure: 5-Cyano-6-chloro-3-(1-BOC-2-(S)-azetidinylmethoxy)pyridine (0.26 g, 0.80 mmol) from step 92a was stirred in the presence of Raney nickel (0.047 g, 0.80 mmol) under 1 atm of hydrogen at room temperature for 2 hours. The mixture was filtered, and the solvent was removed to give the title compound. The reactants are C1CCOC1 (THF), FC1=C(C=CC(=C1)F)C1=C(N=C(N1)C1(CC1)C(=O)OC)C1=CC=C2C(=N1)OC(=N2)N[C@H](COCC)C (Methyl 1-[5-(2,4-difluorophenyl)-4-[2-[[(1S)-2-ethoxy-1-methyl-ethyl]amino]oxazolo[5,4-b]pyridin-5-yl]-1H-imidazol-2-yl]cyclopropanecarboxylate), [BH4-].[Li+] (Lithium borohydride). Run in C(C)OCC (diethyl ether). Reaction conditions: temperature 0 celsius, time 1 hour. Yields the product FC1=C(C=CC(=C1)F)C1=C(N=C(N1)C1(CC1)CO)C1=CC=C2C(=N1)OC(=N2)N[C@H](COCC)C ([1-[5-(2,4-Difluorophenyl)-4-[2-[[(1S)-2-ethoxy-1-methyl-ethyl]amino]oxazolo[5,4-b]pyridin-5-yl]-1H-imidazol-2-yl]cyclopropyl]methanol). Isolated yield 59.9%. Reaction SMILES: [F:1][C:2]1[CH:7]=[C:6]([F:8])[CH:5]=[CH:4][C:3]=1[C:9]1[NH:13][C:12]([C:14]2([C:17](OC)=[O:18])[CH2:16][CH2:15]2)=[N:11][C:10]=1[C:21]1[N:26]=[C:25]2[O:27][C:28]([NH:30][C@@H:31]([CH3:36])[CH2:32][O:33][CH2:34][CH3:35])=[N:29][C:24]2=[CH:23][CH:22]=1.C1COCC1.[BH4-].[Li+]>C(OCC)C>[F:1][C:2]1[CH:7]=[C:6]([F:8])[CH:5]=[CH:4][C:3]=1[C:9]1[NH:13][C:12]([C:14]2([CH2:17][OH:18])[CH2:15][CH2:16]2)=[N:11][C:10]=1[C:21]1[N:26]=[C:25]2[O:27][C:28]([NH:30][C@@H:31]([CH3:36])[CH2:32][O:33][CH2:34][CH3:35])=[N:29][C:24]2=[CH:23][CH:22]=1 |f:2.3|. Reported procedure: Methyl 1-[5-(2,4-difluorophenyl)-4-[2-[[(1S)-2-ethoxy-1-methyl-ethyl]amino]oxazolo[5,4-b]pyridin-5-yl]-1H-imidazol-2-yl]cyclopropanecarboxylate (0.9 g, 1.99 mmol) is dissolved in dry diethyl ether (20 mL) and dry THF (7 mL) under a nitrogen atmosphere and cooled to 0° C. Lithium borohydride (87 mg, 3.99 mmol) is added portionwise and the mixture stirred at 0° C. for 1 h. The remaining reactants are quenched by adding 1 N HCl until pH=1 to the mixture at RT dropwise for 30 min. The mixture is was... Starting materials: FC(SC=1C=C(C=CC1)CC(C)=O)(F)F (1-(3'-trifluoromethylthio-phenyl)-2-propanone), C(=O)O (formic acid), two, Cl (hydrochloric acid), C(C)N (ethylamine), Cl (hydrochloric acid). Solvent: O (water), O (water). Yields the product FC(SC=1C=C(C=CC1)CC(C)NCC)(F)F (1-(3'-Trifluoromethylthio-phenyl)-2-ethylamino-propane). As a reaction SMILES: C(O)=O.[CH2:4]([NH2:6])[CH3:5].[F:7][C:8]([F:21])([F:20])[S:9][C:10]1[CH:11]=[C:12]([CH2:16][C:17](=O)[CH3:18])[CH:13]=[CH:14][CH:15]=1.Cl>O>[F:7][C:8]([F:21])([F:20])[S:9][C:10]1[CH:11]=[C:12]([CH2:16][CH:17]([NH:6][CH2:4][CH3:5])[CH3:18])[CH:13]=[CH:14][CH:15]=1. Procedure details: 1.85 g (40 mmols) of formic acid are introduced into a 50 ml two necked flask equipped with an air condenser and a dropping funnel. The flask is cooled on an ice bath and 2 ml of ethylamine are added dropwise. The reaction mixture is allowed to return to ambient temperature and 2.85 g (10 mmols) of 1-(3'-trifluoromethylthio-phenyl)-2-propanone are added. The contents of the flask are heated for 14 hours at 160°-170° C., 2 ml of concentrated hydrochloric acid and 2 ml of water are added, and the ... Starting materials: BrC=1C(=C2C(=NC1)NC(=N2)C2=CC=C(C=C2)N(C)C)N2CCN(CC2)C(=O)NC2=CC=CC=C2 (4-(6-bromo-2-(4-(dimethylamino)phenyl)-3H-imidazo[4,5-b]pyridin-7-yl)-N-phenylpiperazine-1-carboxamide), CN(C)C1=CC=C(C=O)C=C1 (4-(N,N-dimethylamino)benzaldehyde), BrC=1C(=C(C(=NC1)N)[N+](=O)[O-])N1CCN(CC1)S(=O)(=O)C1=CC=CC=C1 (5-bromo-3-nitro-4-(4-(phenylsulfonyl)piperazin-1-yl)pyridin-2-amine), [O-]S(=O)S(=O)[O-].[Na+].[Na+] (Na2S2O4). Solvent: CN(C)C=O (DMF). Reaction conditions: time 18 hour. Product: BrC=1C(=C2C(=NC1)NC(=N2)C2=CC=C(N(C)C)C=C2)N2CCN(CC2)S(=O)(=O)C2=CC=CC=C2 (4-(6-Bromo-7-(4-(phenylsulfonyl)piperazin-1-yl)-3H-imidazo[4,5-b]pyridin-2-yl)-N,N-dimethylaniline). The yield is 23.0%. As a reaction SMILES: [Br:1][C:2]1[C:3]([N:20]2[CH2:25][CH2:24][N:23](C(NC3C=CC=CC=3)=O)[CH2:22][CH2:21]2)=[C:4]2[N:10]=[C:9]([C:11]3[CH:16]=[CH:15][C:14]([N:17]([CH3:19])[CH3:18])=[CH:13][CH:12]=3)[NH:8][C:5]2=[N:6][CH:7]=1.BrC1C(N2CCN([S:52]([C:55]3[CH:60]=[CH:59][CH:58]=[CH:57][CH:56]=3)(=[O:54])=[O:53])CC2)=C([N+]([O-])=O)C(N)=NC=1.[O-]S(S([O-])=O)=O.[Na+].[Na+].CN(C1C=CC(C=O)=CC=1)C>CN(C=O)C>[Br:1][C:2]1[C:3]([N:20]2[CH2:25][CH2:24][N:23]([S:52]([C:55]3[CH:60]=[CH:59][CH:58]=[CH:57][CH:56]=3)(=[O:54])=[O:53])[CH2:22][CH2:21]2)=[C:4]2[N:10]=[C:9]([C:11]3[CH:12]=[CH:13][C:14]([N:17]([CH3:18])[CH3:19])=[CH:15][CH:16]=3)[NH:8][C:5]2=[N:6][CH:7]=1 |f:2.3.4|. Reported procedure: This was prepared using the same procedure as for 4-(6-bromo-2-(4-(dimethylamino)phenyl)-3H-imidazo[4,5-b]pyridin-7-yl)-N-phenylpiperazine-1-carboxamide, but here using 5-bromo-3-nitro-4-(4-(phenylsulfonyl)piperazin-1-yl)pyridin-2-amine (40 mg, 0.090 mmol), DMF (1 mL), 1M Na2S2O4 (3 eq, 0.27 mmol, 0.27 mL) and 4-(N,N-dimethylamino)benzaldehyde (1.1 eq, 0.099 mmol, 15 mg). After 18 h, the reaction was quenched with NH4OH and extracted with EtOAc (5×5 mL). The organic extracts were dried (MgSO4), ... The reactants are ClC1=NC=C(C(=N1)NC1CCCC1)C#CC(OCC)OCC ([2-chloro-5-(3,3-diethoxy-prop-1-ynyl)-pyrimidin-4-yl]-cyclopentyl-amine). The solvent is C1CCOC1 (THF), CCCC[N+](CCCC)(CCCC)CCCC.[F-] (TBAF), C1CCOC1 (THF). Yields the product ClC=1N=CC2=C(N1)N(C(=C2)C(OCC)OCC)C2CCCC2 (2-chloro-7-cyclopentyl-6-diethoxymethyl-7H-pyrrolo[2,3-d]pyrimidine). Yield: 75.3%. Reaction SMILES: [Cl:1][C:2]1[N:7]=[C:6]([NH:8][CH:9]2[CH2:13][CH2:12][CH2:11][CH2:10]2)[C:5]([C:14]#[C:15][CH:16]([O:20][CH2:21][CH3:22])[O:17][CH2:18][CH3:19])=[CH:4][N:3]=1>C1COCC1.CCCC[N+](CCCC)(CCCC)CCCC.[F-]>[Cl:1][C:2]1[N:3]=[CH:4][C:5]2[CH:14]=[C:15]([CH:16]([O:20][CH2:21][CH3:22])[O:17][CH2:18][CH3:19])[N:8]([CH:9]3[CH2:13][CH2:12][CH2:11][CH2:10]3)[C:6]=2[N:7]=1 |f:2.3|. Reported procedure: To a stirred solution of [2-chloro-5-(3,3-diethoxy-prop-1-ynyl)-pyrimidin-4-yl]-cyclopentyl-amine (7.50 g, 23.3 mmol) in THF (45 mL) is added IN TBAF in THF (100 mL, 116 mmol) at room temperature. The reaction mixture is heated under reflux overnight. After cooling the mixture is partitioned between H2O and dichloromethane. The phases are separated and the aqueous layer is extracted with dichloromethane (×2). The combined organic extracts are dried (MgSO4), filtered and concentrated. The residue...